From a dataset of the Open Reaction Database (ORD), a public repository of structured organic reaction records. describe an organic reaction: reactants, conditions, products, and yield Yields the product O=C(OCC1CCNCC1)C1CCC2CN1C(=O)N2OS(=O)(=O)O. Starting materials: CC(C)(C)OC(=O)N1CCC(COC(=O)C2CCC3CN2C(=O)N3OS(=O)(=O)O)CC1, O=C(O)C(F)(F)F. RXN SMILES: [C:8]([O:9][C:10](=[O:11])[N:15]1[CH2:16][CH2:17][CH:18]([CH2:21][O:22][C:23](=[O:24])[CH:25]2[N:26]3[C:27](=[O:38])[N:28]([O:33][S:34](=[O:35])(=[O:36])[OH:37])[CH:29]([CH2:30][CH2:31]2)[CH2:32]3)[CH2:19][CH2:20]1)([CH3:12])([CH3:13])[CH3:14].[F:1][C:2]([F:3])([F:4])[C:5]([OH:6])=[O:7]>>[NH:15]1[CH2:16][CH2:17][CH:18]([CH2:21][O:22][C:23](=[O:24])[CH:25]2[N:26]3[C:27](=[O:38])[N:28]([O:33][S:34](=[O:35])(=[O:36])[OH:37])[CH:29]([CH2:30][CH2:31]2)[CH2:32]3)[CH2:19][CH2:20]1. The reactants are CCO, O=C[O-], Cl, [NH4+], [OH-], [OH-], [Pd+2], COC(=O)Cc1cccc(CC(C)NC(C)c2ccccc2)c1. Product: COC(=O)Cc1cccc(CC(C)N)c1. RXN SMILES: [CH3:29][CH2:30][OH:31].[CH:25]([O-:26])=[O:27].[ClH:1].[NH4+:28].[OH-:32].[OH-:34].[Pd+2:33].[c:2]1([CH:3]([CH3:4])[NH:10][CH:11]([CH2:12][c:13]2[cH:14][c:15]([CH2:19][C:20](=[O:21])[O:22][CH3:23])[cH:16][cH:17][cH:18]2)[CH3:24])[cH:5][cH:6][cH:7][cH:8][cH:9]1>>[NH2:10][CH:11]([CH2:12][c:13]1[cH:14][c:15]([CH2:19][C:20](=[O:21])[O:22][CH3:23])[cH:16][cH:17][cH:18]1)[CH3:24]. The product is C(C#C)N1C(NC(C1)=O)=O (1-propargyl-2,4-dioxoimidazolidine). Reported procedure: 3.0 g of methyl N-propargyl-N-methoxycarbonylglycinate were dissolved in 40 ml of 28% aqueous ammonia. Then the mixture was maintained under the pressure of 10-13 kg/cm2 at 100°-110° C. for an hour. Then the solvent was evaporated off from the reaction mixture. The resulting mixture was subjected to a column chromatography on silica gel (5:1 ethyl acetate:methanol as eluent) to obtain 0.65 g of 1-propargyl-2,4-dioxoimidazolidine. RXN SMILES: [CH2:1]([N:4]([C:10]([O:12]C)=O)[CH2:5][C:6](OC)=[O:7])[C:2]#[CH:3].[NH3:14]>>[CH2:1]([N:4]1[CH2:5][C:6](=[O:7])[NH:14][C:10]1=[O:12])[C:2]#[CH:3]. The reactants are C(C#C)N(CC(=O)OC)C(=O)OC (methyl N-propargyl-N-methoxycarbonylglycinate), N (ammonia).